Dataset: the Open Reaction Database (ORD), a public repository of structured organic reaction records. Task: describe an organic reaction: reactants, conditions, products, and yield The reactants are CCCCCOc1cc(C(=O)O)c(Br)c2ccccc12, [Li]CCCC, CCCCCC, C1CCOC1, O. The product is CCCCCOc1cc(C(=O)O)cc2ccccc12. Reaction SMILES: [Br:1][c:2]1[c:3]([C:18](=[O:19])[OH:20])[cH:4][c:5]([O:12][CH2:13][CH2:14][CH2:15][CH2:16][CH3:17])[c:6]2[cH:7][cH:8][cH:9][cH:10][c:11]12.[CH2:32]([Li:33])[CH2:34][CH2:35][CH3:36].[CH3:26][CH2:27][CH2:28][CH2:29][CH2:30][CH3:31].[O:21]1[CH2:22][CH2:23][CH2:24][CH2:25]1.[OH2:37]>>[cH:2]1[c:3]([C:18](=[O:19])[OH:20])[cH:4][c:5]([O:12][CH2:13][CH2:14][CH2:15][CH2:16][CH3:17])[c:6]2[cH:7][cH:8][cH:9][cH:10][c:11]12. The reactants are NC1CCN(CC1)CC12C3=CC=CC=C3C(C=3C=CC=CC13)C2 (4-amino-1-[9,10-dihydro-9,10-methanoanthracen-9-ylmethyl]piperidine), C1(=CC=CC=C1)CC(=O)Cl (phenylacetyl chloride). Product: C1=CC=CC=2C3C4=CC=CC=C4C(C12)(C3)CN3CCC(CC3)NC(CC3=CC=CC=C3)=O (N-(1-[9,10-Dihydro-9,10-methanoanthracen-9-ylmethyl]-4-piperidyl)-2-phenylacetamide), solid. The yield is 70.0%. As a reaction SMILES: [NH2:1][CH:2]1[CH2:7][CH2:6][N:5]([CH2:8][C:9]23[CH2:23][CH:16]([C:17]4[CH:18]=[CH:19][CH:20]=[CH:21][C:22]=42)[C:15]2[C:10]3=[CH:11][CH:12]=[CH:13][CH:14]=2)[CH2:4][CH2:3]1.[C:24]1([CH2:30][C:31](Cl)=[O:32])[CH:29]=[CH:28][CH:27]=[CH:26][CH:25]=1>>[CH:21]1[C:22]2[C:9]3([CH2:8][N:5]4[CH2:6][CH2:7][CH:2]([NH:1][C:31](=[O:32])[CH2:30][C:24]5[CH:29]=[CH:28][CH:27]=[CH:26][CH:25]=5)[CH2:3][CH2:4]4)[CH2:23][CH:16]([C:15]4[C:10]3=[CH:11][CH:12]=[CH:13][CH:14]=4)[C:17]=2[CH:18]=[CH:19][CH:20]=1. Reported procedure: Using a procedure similar to that described in Example 27 except starting with 4-amino-1-[9,10-dihydro-9,10-methanoanthracen-9-ylmethyl]piperidine (described in Example 8b) and phenylacetyl chloride, the title compound was obtained as a white solid (70%), mp 199.8°-202.1° C.; MS(CI): 423 (M+H); NMR (300 MHz,DMSO-d6): 1.37(m, 2H), 1.67(m, 2H), 2.26(m, 2H), 2.45(s, 2H), 2.93(m, 2H), 3.36(s, 2H), 3.53(m, 1H), 4.30(s, 1H), 6.91(m, 4H), 7.17-7.28(m, 9H), 7.95(d, 1H, J=8.4 Hz). The reactants are ClC(Cl)Cl, Nc1ccc(Cl)cc1, O=S(=O)(Cl)C(Cl)=C(Cl)Cl. Yields the product O=S(=O)(Nc1ccc(Cl)cc1)C(Cl)=C(Cl)Cl. RXN SMILES: [CH:18]([Cl:19])([Cl:20])[Cl:21].[Cl:1][c:2]1[cH:3][cH:4][c:5]([NH2:6])[cH:7][cH:8]1.[Cl:9][C:10](=[C:11]([Cl:12])[Cl:13])[S:14](=[O:15])(=[O:16])[Cl:17]>>[Cl:1][c:2]1[cH:3][cH:4][c:5]([NH:6][S:14]([C:10]([Cl:9])=[C:11]([Cl:12])[Cl:13])(=[O:15])=[O:16])[cH:7][cH:8]1. Reactants: COC=1C=CC(=CC1)P2(=S)SP(=S)(S2)C=3C=CC(=CC3)OC (Lawesson's reagent), C[Si](C=1C=C(C(=O)NC2=CC=C(C=C2)/C(=C/C(=O)OCC)/C)C=C(C1)[Si](C)(C)C)(C)C ((E)-Ethyl 3-[4-[[3,5-bis(trimethylsilyl)benzoyl]amino]phenyl]-2-butenoate). Run in C1(=CC=CC=C1)C (toluene). The product is C[Si](C=1C=C(C=C(C1)[Si](C)(C)C)C(=S)NC1=CC=C(C=C1)/C(=C/C(=O)O)/C)(C)C ((E)-3-[4-[[3,5-Bis(trimethylsilyl)benzenecarbothioyl]amino]phenyl]-2-butenoic acid). The yield is 168.1%. As a reaction SMILES: COC1C=CC(P2(SP(C3C=CC(OC)=CC=3)(=S)S2)=[S:10])=CC=1.[CH3:23][Si:24]([CH3:53])([CH3:52])[C:25]1[CH:26]=[C:27]([CH:45]=[C:46]([Si:48]([CH3:51])([CH3:50])[CH3:49])[CH:47]=1)[C:28]([NH:30][C:31]1[CH:36]=[CH:35][C:34](/[C:37](/[CH3:44])=[CH:38]/[C:39]([O:41]CC)=[O:40])=[CH:33][CH:32]=1)=O>C1(C)C=CC=CC=1>[CH3:23][Si:24]([CH3:53])([CH3:52])[C:25]1[CH:26]=[C:27]([C:28]([NH:30][C:31]2[CH:36]=[CH:35][C:34](/[C:37](/[CH3:44])=[CH:38]/[C:39]([OH:41])=[O:40])=[CH:33][CH:32]=2)=[S:10])[CH:45]=[C:46]([Si:48]([CH3:51])([CH3:50])[CH3:49])[CH:47]=1. Procedure: Lawesson's reagent (134 mg) was added to a toluene (5 ml) solution of Compound 19c (300 mg), and the obtained mixture was stirred while refluxing under heating for 20 minutes. After the mixture was allowed to cool, the solvent was distilled off. The obtained residue was purified by column chromatography (6.25% ethyl acetate/n-hexane). Fractions containing the ester body of Compound 19 were collected and concentrated to dryness. As a result, 246 mg of yellow solid was obtained. The obtained yello...